This data is from the Open Reaction Database (ORD), a public repository of structured organic reaction records. The task is: describe an organic reaction: reactants, conditions, products, and yield The reactants are COC(=O)NC(C(=O)O)C(C)(C)C, CCOC(C)=O, CN(C)C=O, CCC(C)C(NC(=O)OC)C(=O)NC(Cc1ccccc1)C(O)CN(N)Cc1ccc(-c2cncs2)cc1. Product: CCC(C)C(NC(=O)OC)C(=O)NC(Cc1ccccc1)C(O)CN(Cc1ccc(-c2cncs2)cc1)NC(=O)C(NC(=O)OC)C(C)(C)C. RXN SMILES: [CH3:39][O:40][C:41](=[O:42])[NH:43][CH:44]([C:45]([CH3:46])([CH3:47])[CH3:48])[C:49](=[O:50])[OH:51].[CH3:52][CH2:53][O:54][C:55](=[O:56])[CH3:57].[O:58]=[CH:59][N:60]([CH3:61])[CH3:62].[s:1]1[cH:2][n:3][cH:4][c:5]1-[c:6]1[cH:7][cH:8][c:9]([CH2:12][N:13]([CH2:14][CH:15]([CH:16]([CH2:17][c:18]2[cH:19][cH:20][cH:21][cH:22][cH:23]2)[NH:24][C:25]([CH:26]([NH:27][C:28](=[O:29])[O:30][CH3:31])[CH:32]([CH3:33])[CH2:34][CH3:35])=[O:36])[OH:37])[NH2:38])[cH:10][cH:11]1>>[s:1]1[cH:2][n:3][cH:4][c:5]1-[c:6]1[cH:7][cH:8][c:9]([CH2:12][N:13]([CH2:14][CH:15]([CH:16]([CH2:17][c:18]2[cH:19][cH:20][cH:21][cH:22][cH:23]2)[NH:24][C:25]([CH:26]([NH:27][C:28](=[O:29])[O:30][CH3:31])[CH:32]([CH3:33])[CH2:34][CH3:35])=[O:36])[OH:37])[NH:38][C:49]([CH:44]([NH:43][C:41]([O:40][CH3:39])=[O:42])[C:45]([CH3:46])([CH3:47])[CH3:48])=[O:50])[cH:10][cH:11]1.